From a dataset of the Open Reaction Database (ORD), a public repository of structured organic reaction records. describe an organic reaction: reactants, conditions, products, and yield Starting materials: CO, COc1c(Cl)cc(C)c(C)c1[N+](=O)[O-]. Yields the product COc1c(Cl)cc(C)c(C)c1N. Reaction SMILES: [CH3:15][OH:16].[Cl:1][c:2]1[c:3]([O:13][CH3:14])[c:4]([N+:10]([O-:11])=[O:12])[c:5]([CH3:9])[c:6]([CH3:8])[cH:7]1>>[Cl:1][c:2]1[c:3]([O:13][CH3:14])[c:4]([NH2:10])[c:5]([CH3:9])[c:6]([CH3:8])[cH:7]1. Reactants: CN(C)C=O, CSCCC(N)CO, O=C1OC(c2ccc(CN3CCOCC3)cc2)=NC12CCCCC2, O. Product: CSCCC(CO)NC(=O)C1(NC(=O)c2ccc(CN3CCOCC3)cc2)CCCCC1. As a reaction SMILES: [CH3:34][N:35]([CH3:36])[CH:37]=[O:38].[NH2:1][CH:2]([CH2:3][CH2:4][S:5][CH3:6])[CH2:7][OH:8].[O:9]1[CH2:10][CH2:11][N:12]([CH2:15][c:16]2[cH:17][cH:18][c:19]([C:22]3=[N:23][C:24]4([C:25](=[O:27])[O:26]3)[CH2:28][CH2:29][CH2:30][CH2:31][CH2:32]4)[cH:20][cH:21]2)[CH2:13][CH2:14]1.[OH2:33]>>[NH:1]([CH:2]([CH2:3][CH2:4][S:5][CH3:6])[CH2:7][OH:8])[C:25]([C:24]1([NH:23][C:22]([c:19]2[cH:18][cH:17][c:16]([CH2:15][N:12]3[CH2:11][CH2:10][O:9][CH2:14][CH2:13]3)[cH:21][cH:20]2)=[O:26])[CH2:28][CH2:29][CH2:30][CH2:31][CH2:32]1)=[O:27]. Starting materials: N(=O)[O-].[Na+] (sodium nitrite), [OH-].[Na+] (sodium hydroxide), [N+](=O)(O)[O-] (nitric acid), COC(=O)C1=CN=C(N1C1C(CC2=CC=CC=C12)(C)C)S (1-(2,2-dimethyl-indan-1-yl)-2-mercapto-5-imidazolecarboxylic acid methyl ester). The solvent is O (water). Conditions: time 20 minute. Product: COC(=O)C1=CN=CN1C1C(CC2=CC=CC=C12)(C)C (1-(2,2-dimethyl-indan-1-yl)-5-imidazolecarboxylic acid methyl ester). Yield: 96.7%. Reaction SMILES: N([O-])=O.[Na+].[N+]([O-])(O)=O.[CH3:9][O:10][C:11]([C:13]1[N:17]([CH:18]2[C:26]3[C:21](=[CH:22][CH:23]=[CH:24][CH:25]=3)[CH2:20][C:19]2([CH3:28])[CH3:27])[C:16](S)=[N:15][CH:14]=1)=[O:12].[OH-].[Na+]>O>[CH3:9][O:10][C:11]([C:13]1[N:17]([CH:18]2[C:26]3[C:21](=[CH:22][CH:23]=[CH:24][CH:25]=3)[CH2:20][C:19]2([CH3:28])[CH3:27])[CH:16]=[N:15][CH:14]=1)=[O:12] |f:0.1,4.5|. Procedure: 2 g of sodium nitrite and 17.4 ml of nitric acid are solved in 140 ml of deionisized water. Within 20 min. 28 g of 1-(2,2-dimethyl-indan-1-yl)-2-mercapto-5-imidazolecarboxylic acid methyl ester are added portionwise at a temperature between 30° C. and 50° C. The reaction mixture is treated with conc. aqueous sodium hydroxide solution. Extracting the aqueous phase with chloroform, and evaporating the organic solvent yields 24.2 g of 1-(2,2-dimethyl-indan-1-yl)-5-imidazolecarboxylic acid methyl es... The reactants are CC(=O)O, Cc1ccc(F)c(N)c1F, O=S(=O)(Cl)Cl. The product is Cc1c(Cl)cc(F)c(N)c1F. RXN SMILES: [CH3:16][C:17](=[O:18])[OH:19].[F:1][c:2]1[c:3]([NH2:4])[c:5]([F:10])[cH:6][cH:7][c:8]1[CH3:9].[S:11]([Cl:12])(=[O:13])([Cl:14])=[O:15]>>[F:1][c:2]1[c:3]([NH2:4])[c:5]([F:10])[cH:6][c:7]([Cl:14])[c:8]1[CH3:9]. Starting materials: FC1=C(C=C(C(=C1)F)F)C#CCCCO (5-(2,4,5-trifluorophenyl)-4-pentyn-1-ol), [I-].[Na+] (sodium iodide), FC1=C(C=C(C(=C1)F)F)C#CCCCO (5-(2,4,5-trifluorophenyl)-4-pentyn-1-ol), CS(=O)(=O)Cl (methanesulfonyl chloride). Product: FC1=C(C=C(C(=C1)F)F)C#CCCCI (5-(2,4,5-trifluorophenyl)-1-iodo-4-pentyne). RXN SMILES: [F:1][C:2]1[CH:7]=[C:6]([F:8])[C:5]([F:9])=[CH:4][C:3]=1[C:10]#[C:11][CH2:12][CH2:13][CH2:14]O.CS(Cl)(=O)=O.[I-:21].[Na+]>>[F:1][C:2]1[CH:7]=[C:6]([F:8])[C:5]([F:9])=[CH:4][C:3]=1[C:10]#[C:11][CH2:12][CH2:13][CH2:14][I:21] |f:2.3|. Procedure details: Reacting 5-(2,4,5-trifluorophenyl)-4-pentyn-1-ol (Compound 43) with methanesulfonyl chloride and sodium iodide gives 5-(2,4,5-trifluorophenyl)-1-iodo-4-pentyne. Treatment of this iodide with zinc and copper cyanide, as in Example 2, gives the corresponding mixed cuprate. Addition of this cuprate to 4-[(3-oxo-4,4,4-trifluoro)-1-butynyl]-2-trimethylsilylfuran (Compound 37) and hydrogenating the adduct gives 4-[1-(2-oxo-3,3,3-trifluoro)propyl-6-(2,4,5-trifluorophenyl)]hexyl-2-trimethylsilylfuran (C... RXN SMILES: [BH4-].[Li+].[NH:3]1[C:11]2[C:6](=[CH:7][C:8]([C:12]([NH:14][CH:15]3[CH2:20][CH2:19][CH:18]([C:21](OC)=[O:22])[CH2:17][CH2:16]3)=[O:13])=[CH:9][CH:10]=2)[CH:5]=[N:4]1.[OH-].[Na+]>O1CCCC1>[OH:22][CH2:21][CH:18]1[CH2:19][CH2:20][CH:15]([NH:14][C:12]([C:8]2[CH:7]=[C:6]3[C:11](=[CH:10][CH:9]=2)[NH:3][N:4]=[CH:5]3)=[O:13])[CH2:16][CH2:17]1 |f:0.1,3.4|. Yields the product OCC1CCC(CC1)NC(=O)C=1C=C2C=NNC2=CC1 (N-(4-hydroxymethylcyclohexyl)-1H-indazole-5-carboxamide). The reactants are [BH4-].[Li+] (Lithium borohydride), N1N=CC2=CC(=CC=C12)C(=O)NC1CCC(CC1)C(=O)OC (methyl 4-[(1H-indazol-5-ylcarbonyl)amino]cyclohexanecarboxylate), [OH-].[Na+] (sodium hydroxide). Isolated yield 90.4%. Run in O1CCCC1 (tetrahydrofuran). Run at time 2 hour. Procedure details: Lithium borohydride (10.0 mg, 0.459 mmol) was added to a solution of the methyl 4-[(1H-indazol-5-ylcarbonyl)amino]cyclohexanecarboxylate (30.0 mg, 0.0951 mmol) obtained in Example 186 in tetrahydrofuran (3.0 ml) at room temperature, and the resulting mixture was stirred for 2 hours with heating under reflux while maintaining the temperature. A 1N aqueous sodium hydroxide solution (0.8 ml) was added to the reaction solution, and the resulting mixture was stirred while being maintained at room tem...